Dataset: the Open Reaction Database (ORD), a public repository of structured organic reaction records. Task: describe an organic reaction: reactants, conditions, products, and yield Reactants: O (water), Cl.NO (Hydroxylamine hydrochloride), C(=O)[O-].[Na+] (sodium formate), C(C)OC(=O)C1=C(N=C(S1)C1=CC(=C(C=C1)O)C=O)C (ethyl-2-(3-formyl-4-hydroxyphenyl)-4-methyl-5-thiazole carboxylate). The solvent is C(=O)O (formic acid). Run at temperature 100 celsius, time 1 hour. Product: C(C)OC(=O)C1=C(N=C(S1)C1=CC(=C(C=C1)O)C#N)C (ethyl-2-(3-cyano-4-hydroxyphenyl)-4-methyl-5-thiazole carboxylate). Reaction SMILES: Cl.[NH2:2]O.C([O-])=O.[Na+].[CH2:8]([O:10][C:11]([C:13]1[S:17][C:16]([C:18]2[CH:23]=[CH:22][C:21]([OH:24])=[C:20]([CH:25]=O)[CH:19]=2)=[N:15][C:14]=1[CH3:27])=[O:12])[CH3:9].O>C(O)=O>[CH2:8]([O:10][C:11]([C:13]1[S:17][C:16]([C:18]2[CH:23]=[CH:22][C:21]([OH:24])=[C:20]([C:25]#[N:2])[CH:19]=2)=[N:15][C:14]=1[CH3:27])=[O:12])[CH3:9] |f:0.1,2.3|. Procedure details: Hydroxylamine hydrochloride (35.82 g, 0.515 mol) and sodium formate (46.73 g, 0.687 mol) were added to a solution of ethyl-2-(3-formyl-4-hydroxyphenyl)-4-methyl-5-thiazole carboxylate (100 g, 0.343 mol) in formic acid (anhydrous, 300 mL) and the reaction mixture was heated to a temperature of about 100° C. for about 8 hours. After completion of reaction, the reaction mixture was cooled to about 40° C. and water was added to it. The reaction mixture was cooled to about 25° C. and stirred for abou... Reactants: C1(C=2C(C(N1CC(CCC(C)=O)=O)=O)=CC=CC2)=O (6-phthalimido-2,5-hexanedione), C(C)(C)(C)OC(CN)=O (glycine tert.-butyl ester). Run in O1CCCC1 (tetrahydrofuran). Yields the product C(C)(C)(C)OC(=O)CN1C(=CC=C1C)CN1C(C=2C(C1=O)=CC=CC2)=O (1-(tert.-Butoxy-carbonyl-methyl)-2-(phthalimido-methyl)-5-methyl-pyrrole). Reaction SMILES: [C:1]1(=[O:19])[N:5]([CH2:6][C:7](=O)[CH2:8][CH2:9][C:10](=O)[CH3:11])[C:4](=[O:14])[C:3]2=[CH:15][CH:16]=[CH:17][CH:18]=[C:2]12.[C:20]([O:24][C:25](=[O:28])[CH2:26][NH2:27])([CH3:23])([CH3:22])[CH3:21]>O1CCCC1>[C:20]([O:24][C:25]([CH2:26][N:27]1[C:10]([CH3:11])=[CH:9][CH:8]=[C:7]1[CH2:6][N:5]1[C:4](=[O:14])[C:3]2=[CH:15][CH:16]=[CH:17][CH:18]=[C:2]2[C:1]1=[O:19])=[O:28])([CH3:23])([CH3:22])[CH3:21]. Procedure details: 13.0 g (0.05 mol) of 6-phthalimido-2,5-hexanedione and 6.6 g (0.05 mol) of glycine tert.-butyl ester are stirred in 250 ml of tetrahydrofuran at 80° C. for 20 hours and the mixture is worked up as in Example 27. Reactants: C1CCC2=NCCCN2CC1 (DBU), Cl (HCl), CC(C)C1CC(C2=CC=C(C=C2C1)OC)=O (3-(1-Methylethyl)-6-(methyloxy)-3,4-dihydro-1(2H)-naphthalenone), BrBr (bromine). Solvent: [Cl-].[Na+].O (brine), CC#N (CH3CN), C(Cl)Cl (CH2Cl2). Reaction conditions: time 8 hour. Yields the product C1(CCCC2=CC=CC=C12)=O (tetralone), BrC1=C(C2=CC=C(C=C2C=C1C(C)C)OC)O (2-Bromo-3-(1-methylethyl)-6-(methyloxy)-1-naphthalenol). Reaction SMILES: [CH3:1][CH:2]([CH:4]1[CH2:13][C:12]2[C:7](=[CH:8][CH:9]=[C:10]([O:14][CH3:15])[CH:11]=2)[C:6](=[O:16])[CH2:5]1)[CH3:3].[Br:17]Br.C1CCN2C(=NCCC2)CC1.Cl>C(Cl)Cl.CC#N.[Cl-].[Na+].O>[C:6]1(=[O:16])[C:7]2[C:12](=[CH:11][CH:10]=[CH:9][CH:8]=2)[CH2:13][CH2:4][CH2:5]1.[Br:17][C:5]1[C:4]([CH:2]([CH3:1])[CH3:3])=[CH:13][C:12]2[C:7](=[CH:8][CH:9]=[C:10]([O:14][CH3:15])[CH:11]=2)[C:6]=1[OH:16] |f:6.7.8|. Procedure: To a solution of 3-(1-methylethyl)-6-(methyloxy)-3,4-dihydro-1(2H)-naphthalenone (68) (0.40 g, 1.83 mmol) in CH2CO2 (15 mL) was added a solution of bromine (0.59 g, 3.68 mmol) in CH2Cl2 (5 mL). The mixture was stirred at room temperature overnight. Volatiles were removed under vacuum at room temperature. The residue was dissolved in CH3CN (15 mL), cooled in an acetone-ice bath, DBU (0.44 g, 2.75 mmol) in CH3CN (2 mL) was added dropwise. The resulting mixture was allowed to warm up to room temper... Starting materials: CCO, C=Cc1c(OC)c2cc3c(cc(OCC)nc13)OC1CC(C(=O)OC)N(C1)C(=O)C(C1CCCCC1)NC(=O)OCC(C)(C)CCC2. The product is CCOc1cc2c3cc(c(OC)c(CC)c3n1)CCCC(C)(C)COC(=O)NC(C1CCCCC1)C(=O)N1CC(CC1C(=O)OC)O2. Reaction SMILES: [CH3:48][CH2:49][OH:50].[CH:1]1([CH:7]2[C:8](=[O:47])[N:9]3[CH:10]([C:43](=[O:44])[O:45][CH3:46])[CH2:11][CH:12]([O:13][c:14]4[cH:15][c:16]([O:39][CH2:40][CH3:41])[n:17][c:18]5[c:19]([CH:37]=[CH2:38])[c:20]([O:35][CH3:36])[c:21]([cH:33][c:34]45)[CH2:22][CH2:23][CH2:24][C:25]([CH3:31])([CH3:32])[CH2:26][O:27][C:28](=[O:30])[NH:29]2)[CH2:42]3)[CH2:2][CH2:3][CH2:4][CH2:5][CH2:6]1>>[CH:1]1([CH:7]2[C:8](=[O:47])[N:9]3[CH:10]([C:43](=[O:44])[O:45][CH3:46])[CH2:11][CH:12]([O:13][c:14]4[cH:15][c:16]([O:39][CH2:40][CH3:41])[n:17][c:18]5[c:19]([CH2:37][CH3:38])[c:20]([O:35][CH3:36])[c:21]([cH:33][c:34]45)[CH2:22][CH2:23][CH2:24][C:25]([CH3:31])([CH3:32])[CH2:26][O:27][C:28](=[O:30])[NH:29]2)[CH2:42]3)[CH2:2][CH2:3][CH2:4][CH2:5][CH2:6]1. Reactants: c1(ccccc1)CC[Zn]Br, [C-]#[N+]C(C)(C)C, c1c(ccc(n1)C(C)(C)C)Br. The reagents and catalysts are Cl (HCl), c1ccc(cc1)-c2c3ccccc3cc4ccccc24 (9-Phenylanthracene), CCN(CC)CC (Et3N), P(C1CCCC1)(c1ccccc1)c1ccccc1.P(C1CCCC1)(c1ccccc1)c1ccccc1.[Fe] (dppf), C(O[Pd]OC(C)=O)(C)=O (Pd(OAc)2). The solvent is CC1=CC=CC=C1 (Toluene). Run at temperature 110 celsius, time 18 hour. Yields the product CC(C)(C)c1ccc(cc1)C(=O)C(=O)CCc2ccccc2. Reaction SMILES: [CH3:1][C:2]([c:5]1n[cH:9][c:8](Br)[cH:7][cH:6]1)([CH3:4])[CH3:3].Br[Zn][CH2:10][CH2:11][c:12]1[cH:17][cH:16][cH:15][cH:14][cH:13]1.[CH3:18][C:19]([N+]#[C-])(C)[CH3:20]>>[CH3:1][C:2]([c:5]1[cH:20][cH:9][c:8]([C:18]([C:19]([CH2:10][CH2:11][c:12]2[cH:17][cH:16][cH:15][cH:14][cH:13]2)=O)=O)[cH:7][cH:6]1)([CH3:4])[CH3:3]. Reactants: FC(C1=C(C(=O)O)C=CC(=C1)F)(F)F (2-trifluoromethyl-4-fluorobenzoic acid), C(C(=O)Cl)(=O)Cl (oxalyl chloride). Reagents/catalysts: CN(C=O)C (dimethylformamide). The solvent is ClCCl (dichloromethane). Product: FC(C1=C(C(=O)Cl)C=CC(=C1)F)(F)F (2-Trifluoromethyl-4-fluorobenzoyl chloride). Reaction SMILES: [F:1][C:2]([F:14])([F:13])[C:3]1[CH:11]=[C:10]([F:12])[CH:9]=[CH:8][C:4]=1[C:5](O)=[O:6].C(Cl)(=O)C([Cl:18])=O>ClCCl.CN(C)C=O>[F:1][C:2]([F:14])([F:13])[C:3]1[CH:11]=[C:10]([F:12])[CH:9]=[CH:8][C:4]=1[C:5]([Cl:18])=[O:6]. Reported procedure: A suspension of 2-trifluoromethyl-4-fluorobenzoic acid (16.85 g, 81 mmol) in dichloromethane (150 mL) containing a few drops of dimethylformamide was treated dropwise under nitrogen with oxalyl chloride (8.5 mL, 97.4 mmol). After the gas evolution subsided, the reaction mixture was refluxed for an additional 10 minutes, and then evaporated to dryness in vacuo. The crude acid chloride was used as such in the next step. Starting materials: [OH-].[K+] (potassium hydroxide), O1C(=CC=C1)C1=CC=C(O[C@H](C(=O)OCC)CCC2=CC=CC=C2)C=C1 (ethyl (2S)-2-(4-furan-2-ylphenoxy)-4-phenylbutanoate), O (water). Solvent: C(C)O (ethanol). Conditions: time 30 minute. The product is O1C(=CC=C1)C1=CC=C(O[C@H](C(=O)O)CCC2=CC=CC=C2)C=C1 ((2S)-2-[4-(furan-2-yl)phenoxy]-4-phenylbutanoic acid). Isolated yield 72.1%. As a reaction SMILES: [OH-].[K+].[O:3]1[CH:7]=[CH:6][CH:5]=[C:4]1[C:8]1[CH:28]=[CH:27][C:11]([O:12][C@@H:13]([CH2:19][CH2:20][C:21]2[CH:26]=[CH:25][CH:24]=[CH:23][CH:22]=2)[C:14]([O:16]CC)=[O:15])=[CH:10][CH:9]=1.O>C(O)C>[O:3]1[CH:7]=[CH:6][CH:5]=[C:4]1[C:8]1[CH:9]=[CH:10][C:11]([O:12][C@@H:13]([CH2:19][CH2:20][C:21]2[CH:22]=[CH:23][CH:24]=[CH:25][CH:26]=2)[C:14]([OH:16])=[O:15])=[CH:27][CH:28]=1 |f:0.1|. Procedure details: 21.5 mmol of potassium hydroxide are added to a solution of 4.3 mmol of ethyl (2S)-2-(4-furan-2-ylphenoxy)-4-phenylbutanoate, obtained in the preceding example, in 30 ml of ethanol. The mixture is refluxed for 30 minutes, 15 ml of water are added and refluxing is continued for 3 hours 30 minutes. After cooling to room temperature, the ethanol is evaporated off under vacuum. The product is taken up in water and washed with ether. The aqueous phase is acidified with 10% hydrochloric acid. A white ... Reactants: COc1ccc(N2CCC(N3CCC(NC(=O)CNC(=O)c4cccc(C(F)(F)F)c4)C3)CC2)cn1, Cc1cccc(N2CCC(=O)CC2)c1, COc1ccc(N2CCC(=O)CC2)cn1. Product: Cc1cccc(N2CCC(N3CCC(NC(=O)CNC(=O)c4cccc(C(F)(F)F)c4)C3)CC2)c1. Reaction SMILES: [CH3:1][O:2][c:3]1[n:4][cH:5][c:6]([N:7]2[CH2:8][CH2:9][CH:10]([N:15]3[CH2:16][CH:17]([NH:20][C:21]([CH2:22][NH:23][C:24]([c:25]4[cH:26][c:27]([C:31]([F:32])([F:33])[F:34])[cH:28][cH:29][cH:30]4)=[O:35])=[O:36])[CH2:18][CH2:19]3)[CH2:11][CH2:12]2)[cH:13][cH:14]1.[CH3:37][c:38]1[cH:39][c:40]([N:44]2[CH2:45][CH2:46][C:47](=[O:50])[CH2:48][CH2:49]2)[cH:41][cH:42][cH:43]1.[CH3:51][O:52][c:53]1[n:54][cH:55][c:56]([N:57]2[CH2:58][CH2:59][C:60](=[O:61])[CH2:62][CH2:63]2)[cH:64][cH:65]1>>[N:15]1([CH:47]2[CH2:46][CH2:45][N:44]([c:40]3[cH:39][c:38]([CH3:37])[cH:43][cH:42][cH:41]3)[CH2:49][CH2:48]2)[CH2:16][CH:17]([NH:20][C:21]([CH2:22][NH:23][C:24]([c:25]2[cH:26][c:27]([C:31]([F:32])([F:33])[F:34])[cH:28][cH:29][cH:30]2)=[O:35])=[O:36])[CH2:18][CH2:19]1. Reactants: C1CCOC1, C[Si](C)(C)[N-][Si](C)(C)C, CN(C)P(=O)(N(C)C)N(C)C, CCOC(C)=O, [Cl-], CC(C)c1cc(-c2cccc(C(Cl)c3ccc(Cl)cc3)c2)c2ncccc2c1, [NH4+], [Na+], CCOC(=O)Cc1ccncc1. Product: CCOC(=O)C(c1ccncc1)C(c1ccc(Cl)cc1)c1cccc(-c2cc(C(C)C)cc3cccnc23)c1. As a reaction SMILES: [CH2:51]1[O:52][CH2:53][CH2:54][CH2:55]1.[CH3:14][Si:15]([N-:16][Si:17]([CH3:18])([CH3:19])[CH3:20])([CH3:21])[CH3:22].[CH3:56][N:57]([CH3:58])[P:59]([N:60]([CH3:61])[CH3:62])([N:63]([CH3:64])[CH3:65])=[O:66].[CH3:69][CH2:70][O:71][C:72](=[O:73])[CH3:74].[Cl-:67].[Cl:23][CH:24]([c:25]1[cH:26][c:27](-[c:31]2[cH:32][c:33]([CH:41]([CH3:42])[CH3:43])[cH:34][c:35]3[cH:36][cH:37][cH:38][n:39][c:40]23)[cH:28][cH:29][cH:30]1)[c:44]1[cH:45][cH:46][c:47]([Cl:50])[cH:48][cH:49]1.[NH4+:68].[Na+:13].[n:1]1[cH:2][cH:3][c:4]([CH2:7][C:8](=[O:9])[O:10][CH2:11][CH3:12])[cH:5][cH:6]1>>[n:1]1[cH:2][cH:3][c:4]([CH:7]([C:8](=[O:9])[O:10][CH2:11][CH3:12])[CH:24]([c:25]2[cH:26][c:27](-[c:31]3[cH:32][c:33]([CH:41]([CH3:42])[CH3:43])[cH:34][c:35]4[cH:36][cH:37][cH:38][n:39][c:40]34)[cH:28][cH:29][cH:30]2)[c:44]2[cH:45][cH:46][c:47]([Cl:50])[cH:48][cH:49]2)[cH:5][cH:6]1. Starting materials: S1C(=CC=C1C(C)=O)C=1SC=CC1 (1-[2,2′]bithiophenyl-5-yl-ethanone), ClC1=NC=C(C(=N1)Cl)C (2,4-dichloro-5-methyl-pyrimidine), NC1CC(NC(C1)(C)C)(C)C (4-amino-2,2,6,6-tetramethylpiperidine). The product is CC=1C(=NC(=NC1)NC1CC(NC(C1)(C)C)(C)C)C1=CC=C(S1)C=1SC(=CC1)C(C)=O (1-{5′-[5-Methyl-2-(2,2,6,6-tetramethyl-piperidin-4-ylamino)-pyrimidin-4-yl]-[2,2′]bithiophenyl-5-yl}-ethanone). RXN SMILES: [S:1]1[C:5]([C:6](=[O:8])[CH3:7])=[CH:4][CH:3]=[C:2]1[C:9]1[S:10][CH:11]=[CH:12][CH:13]=1.Cl[C:15]1[N:20]=[C:19](Cl)[C:18]([CH3:22])=[CH:17][N:16]=1.[NH2:23][CH:24]1[CH2:29][C:28]([CH3:31])([CH3:30])[NH:27][C:26]([CH3:33])([CH3:32])[CH2:25]1>>[CH3:22][C:18]1[C:17]([C:11]2[S:10][C:9]([C:2]3[S:1][C:5]([C:6](=[O:8])[CH3:7])=[CH:4][CH:3]=3)=[CH:13][CH:12]=2)=[N:16][C:15]([NH:23][CH:24]2[CH2:25][C:26]([CH3:33])([CH3:32])[NH:27][C:28]([CH3:31])([CH3:30])[CH2:29]2)=[N:20][CH:19]=1. Reported procedure: The title compound was prepared analogous to Method A, starting from 1-[2,2′]bithiophenyl-5-yl-ethanone, 2,4-dichloro-5-methyl-pyrimidine and 4-amino-2,2,6,6-tetramethylpiperidine.